Task: describe an organic reaction: reactants, conditions, products, and yield. Dataset: the Open Reaction Database (ORD), a public repository of structured organic reaction records Reactants: C(C)(C)(C)OC(=O)NC(C)C1=C(CO)C=C(C=C1)Cl (2-(1-tert-butyloxycarbonylaminoethyl)-5-chlorobenzyl alcohol), C1CCC2=NCCCN2CC1 (DBU), C=1C=CC(=CC1)P(=O)(C=2C=CC=CC2)N=[N+]=[N-] (DPPA). The solvent is C1(=CC=CC=C1)C (toluene). Reaction conditions: time 18 hour. The product is C(C)(C)(C)OC(=O)NC(C)C1=C(CN=[N+]=[N-])C=C(C=C1)Cl (2-(1-(tert-butyloxycarbonylamino)ethyl)-5-chloro-benzylazide). RXN SMILES: [C:1]([O:5][C:6]([NH:8][CH:9]([C:11]1[CH:18]=[CH:17][C:16]([Cl:19])=[CH:15][C:12]=1[CH2:13]O)[CH3:10])=[O:7])([CH3:4])([CH3:3])[CH3:2].C1CCN2C(=NCCC2)CC1.C1C=CC(P([N:45]=[N+:46]=[N-:47])(C2C=CC=CC=2)=O)=CC=1>C1(C)C=CC=CC=1>[C:1]([O:5][C:6]([NH:8][CH:9]([C:11]1[CH:18]=[CH:17][C:16]([Cl:19])=[CH:15][C:12]=1[CH2:13][N:45]=[N+:46]=[N-:47])[CH3:10])=[O:7])([CH3:4])([CH3:3])[CH3:2]. Procedure: To a stirred solution of 2-(1-tert-butyloxycarbonylaminoethyl)-5-chlorobenzyl alcohol from the previous step (0.272 g, 0.96 mmol) in toluene (20.0 mL) at ambient temperature under nitrogen atmosphere was added DBU (0.15 mL g, 1.0 mmol) and DPPA (0.25 mL, 1.14 mmol). The mixture was stirred at ambient temperature for 18 h. The reaction was partitioned between EtOAc and water. The EtOAc layer was separated, dried over anhydrous Na2SO4, and filtered. The filtrate solvent was removed under reduced p...